The task is: describe an organic reaction: reactants, conditions, products, and yield. This data is from the Open Reaction Database (ORD), a public repository of structured organic reaction records. Reported procedure: A mixture of 13 g. of 4-[[bis(p-chlorphenyl)methyl]amino]benzoic acid, ethyl ester, 9 g. of potassium hydroxide, and 150 ml. of 95% ethanol is heated at 70° C. for 4 hours, cooled, diluted with 300 ml. of water, and adjusted to pH 6.5 with 37% hydrochloric acid. The solid is collected, dried, and crystallized from ethanol and then acetic acid, giving 5.52 g. of the desired product as yellow crystals, m.p. 245°-247° C. The product is ClC1=CC=C(C=C1)C(C1=CC=C(C=C1)Cl)NC1=CC=C(C(=O)O)C=C1 (4-[[Bis(p-chlorophenyl)methyl]amino]benzoic acid). Reaction SMILES: [Cl:1][C:2]1[CH:7]=[CH:6][C:5]([CH:8]([NH:16][C:17]2[CH:27]=[CH:26][C:20]([C:21]([O:23]CC)=[O:22])=[CH:19][CH:18]=2)[C:9]2[CH:14]=[CH:13][C:12]([Cl:15])=[CH:11][CH:10]=2)=[CH:4][CH:3]=1.[OH-].[K+].C(O)C.Cl>O>[Cl:1][C:2]1[CH:7]=[CH:6][C:5]([CH:8]([NH:16][C:17]2[CH:27]=[CH:26][C:20]([C:21]([OH:23])=[O:22])=[CH:19][CH:18]=2)[C:9]2[CH:10]=[CH:11][C:12]([Cl:15])=[CH:13][CH:14]=2)=[CH:4][CH:3]=1 |f:1.2|. The reactants are ClC1=CC=C(C=C1)C(C1=CC=C(C=C1)Cl)NC1=CC=C(C(=O)OCC)C=C1 (4-[[bis(p-chlorphenyl)methyl]amino]benzoic acid, ethyl ester), Cl (hydrochloric acid), [OH-].[K+] (potassium hydroxide), C(C)O (ethanol). Run in O (water). The reactants are NC1=C(C(=NC2=CC=CC(=C12)OCC(C(=O)O)(C)C)C)C(=O)OCC (3-((4-amino-3-(ethoxycarbonyl)-2-methylquinolin-5-yl)oxy)-2,2-dimethylpropanoic acid), COC1=C2CCCC(C2=CC=C1)N (5-methoxy-1,2,3,4-tetrahydronaphthalen-1-amine). The product is NC1=C(C(=NC2=CC=CC(=C12)OCC(C(=O)NC1CCCC2=C(C=CC=C12)OC)(C)C)C)C(=O)OCC (ethyl 4-amino-5-(3-((5-methoxy-1,2,3,4-tetrahydronaphthalen-1-yl)amino)-2,2-dimethyl-3-oxopropoxy)-2-methylquinoline-3-carboxylate). As a reaction SMILES: [NH2:1][C:2]1[C:11]2[C:6](=[CH:7][CH:8]=[CH:9][C:10]=2[O:12][CH2:13][C:14]([CH3:19])([CH3:18])[C:15]([OH:17])=O)[N:5]=[C:4]([CH3:20])[C:3]=1[C:21]([O:23][CH2:24][CH3:25])=[O:22].[CH3:26][O:27][C:28]1[CH:37]=[CH:36][CH:35]=[C:34]2[C:29]=1[CH2:30][CH2:31][CH2:32][CH:33]2[NH2:38]>>[NH2:1][C:2]1[C:11]2[C:6](=[CH:7][CH:8]=[CH:9][C:10]=2[O:12][CH2:13][C:14]([CH3:18])([CH3:19])[C:15]([NH:38][CH:33]2[C:34]3[C:29](=[C:28]([O:27][CH3:26])[CH:37]=[CH:36][CH:35]=3)[CH2:30][CH2:31][CH2:32]2)=[O:17])[N:5]=[C:4]([CH3:20])[C:3]=1[C:21]([O:23][CH2:24][CH3:25])=[O:22]. Procedure details: Prepared as in Example 24a from 3-((4-amino-3-(ethoxycarbonyl)-2-methylquinolin-5-yl)oxy)-2,2-dimethylpropanoic acid (Example 47b) and 5-methoxy-1,2,3,4-tetrahydronaphthalen-1-amine as a brown solid (40%). MS 506 (MH+). Reactants: N(C(=O)C)C1=C(CN(CC)CC)C=C(C=C1)C#N (2-acetamino-5-cyano-N,N-diethyl-benzylamine), [OH-].[Na+] (sodium hydroxide), C(C)O (ethanol). The solvent is O (water). Run at time 4 hour. Product: NC1=C(CN(CC)CC)C=C(C=C1)C(N)=O (2-amino-5-carbamoyl-N,N-diethyl-benzylamine). As a reaction SMILES: [NH:1]([C:5]1[CH:16]=[CH:15][C:14]([C:17]#[N:18])=[CH:13][C:6]=1[CH2:7][N:8]([CH2:11][CH3:12])[CH2:9][CH3:10])C(C)=O.[OH-].[Na+].C([OH:23])C>O>[NH2:1][C:5]1[CH:16]=[CH:15][C:14]([C:17](=[O:23])[NH2:18])=[CH:13][C:6]=1[CH2:7][N:8]([CH2:11][CH3:12])[CH2:9][CH3:10] |f:1.2|. Procedure: A mixture of 10 gm of 2-acetamino-5-cyano-N,N-diethyl-benzylamine, 100 ml of 5 N sodium hydroxide and 70 ml of ethanol was boiled for 4 hours. Thereafter, the reaction solution was cooled, diluted with 200 ml of water and extracted three times with 250 ml of chloroform each. The combined chloroform extracts were dried over sodium sulfate and evaporated in vacuo, and the residue was recrystallized from ethanol. The 2-amino-5-carbamoyl-N,N-diethyl-benzylamine of m.p. 129-131° C was obtained. Starting materials: C(C1=CC=CC=C1)N1C[C@H](CC1)O ((S)-1-benzyl-3-pyrrolidinol), C=1(C(=CC=CC1)S(=O)(=O)C1=CC=C(CN2C[C@H](CC2)O)C=C1)C.S(=O)(=O)([O-])C1=CC=C(C)C=C1 (p-toluenesulfonyl (S)-1-Benzyl-3-pyrrolidinol tosylate). The product is C(C1=CC=CC=C1)N1C[C@H](CC1)O.S(=O)(=O)([O-])C1=CC=C(C)C=C1 ((S)-1-Benzyl-3-pyrrolidinol tosylate). As a reaction SMILES: [CH2:1]([N:8]1[CH2:12][CH2:11][C@H:10]([OH:13])[CH2:9]1)[C:2]1[CH:7]=[CH:6][CH:5]=[CH:4][CH:3]=1.C1(C)C(S(C2C=CC(CN3CC[C@H](O)C3)=CC=2)(=O)=O)=CC=CC=1.[S:37]([C:41]1[CH:47]=[CH:46][C:44]([CH3:45])=[CH:43][CH:42]=1)([O-:40])(=[O:39])=[O:38]>>[CH2:1]([N:8]1[CH2:12][CH2:11][C@H:10]([OH:13])[CH2:9]1)[C:2]1[CH:3]=[CH:4][CH:5]=[CH:6][CH:7]=1.[S:37]([C:41]1[CH:47]=[CH:46][C:44]([CH3:45])=[CH:43][CH:42]=1)([O-:40])(=[O:39])=[O:38] |f:1.2,3.4|. Procedure: This was prepared from (S)-1-benzyl-3-pyrrolidinol and p-toluenesulfonyl (S)-1-Benzyl-3-pyrrolidinol-tosylate Preparation 24.